From a dataset of the Open Reaction Database (ORD), a public repository of structured organic reaction records. describe an organic reaction: reactants, conditions, products, and yield Reactants: CNCc1c2n(c3ccccc13)CCC2, Cl, CNCc1cn(C)c2c(F)cccc12, Nc1ccc(C=CC(=O)O)cn1, O=C(O)C=Cc1cnc2c(c1)CCC(=O)N2. Yields the product CN(Cc1cn(C)c2c(F)cccc12)C(=O)C=Cc1ccc(N)nc1. RXN SMILES: [CH3:15][NH:16][CH2:17][c:18]1[c:19]2[cH:20][cH:21][cH:22][cH:23][c:24]2[n:25]2[c:29]1[CH2:28][CH2:27][CH2:26]2.[ClH:42].[F:1][c:2]1[cH:3][cH:4][cH:5][c:6]2[c:7]([CH2:12][NH:13][CH3:14])[cH:8][n:9]([CH3:11])[c:10]12.[NH2:30][c:31]1[cH:32][cH:33][c:34]([CH:37]=[CH:38][C:39](=[O:40])[OH:41])[cH:35][n:36]1.[O:43]=[C:44]1[NH:45][c:46]2[n:47][cH:48][c:49]([CH:50]=[CH:51][C:52]([OH:53])=[O:54])[cH:55][c:56]2[CH2:57][CH2:58]1>>[F:1][c:2]1[cH:3][cH:4][cH:5][c:6]2[c:7]([CH2:12][N:13]([CH3:14])[C:39]([CH:38]=[CH:37][c:34]3[cH:33][cH:32][c:31]([NH2:30])[n:36][cH:35]3)=[O:41])[cH:8][n:9]([CH3:11])[c:10]12. Starting materials: CCN=C=NCCCN(C)C, ClCCl, Cl, COc1c(C(=O)O)cc(C(=O)N2CS(=O)(=O)c3ccccc32)cc1C(F)(F)F, C1CSCN1. The product is COc1c(C(=O)N2CCSC2)cc(C(=O)N2CS(=O)(=O)c3ccccc32)cc1C(F)(F)F. RXN SMILES: [CH2:35]([N:36]=[C:37]=[N:38][CH2:39][CH2:40][CH2:41][N:42]([CH3:43])[CH3:44])[CH3:45].[Cl:46][CH2:47][Cl:48].[ClH:34].[O:1]=[S:2]1(=[O:28])[CH2:3][N:4]([C:11](=[O:12])[c:13]2[cH:14][c:15]([C:24]([F:25])([F:26])[F:27])[c:16]([O:22][CH3:23])[c:17]([C:18](=[O:19])[OH:20])[cH:21]2)[c:5]2[c:6]1[cH:7][cH:8][cH:9][cH:10]2.[S:29]1[CH2:30][NH:31][CH2:32][CH2:33]1>>[O:1]=[S:2]1(=[O:28])[CH2:3][N:4]([C:11](=[O:12])[c:13]2[cH:14][c:15]([C:24]([F:25])([F:26])[F:27])[c:16]([O:22][CH3:23])[c:17]([C:18](=[O:19])[N:31]3[CH2:30][S:29][CH2:33][CH2:32]3)[cH:21]2)[c:5]2[c:6]1[cH:7][cH:8][cH:9][cH:10]2. The reactants are C(C)(C)N(C(C)C)CC (N,N-diisopropylethylamine), C(C=C)Br (allyl bromide), ClC=1C=C2C(=NC1I)N=C(N2)S(=O)(=O)C (6-chloro-5-iodo-2-methylsulfonyl-1H-imidazo[4,5-b]pyridine). Run in C1CCOC1 (THF). Run at temperature 60 celsius. The product is C(C=C)N1C(=NC2=NC(=C(C=C21)Cl)I)S(=O)(=O)C (1-allyl-6-chloro-5-iodo-2-methylsulfonyl-imidazo[4,5-b]pyridine). As a reaction SMILES: C(N(CC)C(C)C)(C)C.[CH2:10](Br)[CH:11]=[CH2:12].[Cl:14][C:15]1[CH:16]=[C:17]2[NH:24][C:23]([S:25]([CH3:28])(=[O:27])=[O:26])=[N:22][C:18]2=[N:19][C:20]=1[I:21]>C1COCC1>[CH2:10]([N:24]1[C:17]2[C:18](=[N:19][C:20]([I:21])=[C:15]([Cl:14])[CH:16]=2)[N:22]=[C:23]1[S:25]([CH3:28])(=[O:27])=[O:26])[CH:11]=[CH2:12]. Procedure details: N,N-diisopropylethylamine (0.69 ml, 3.95 mmol) and allyl bromide (0.32 ml, 3.70 mmol) were added to a stirred suspension of 6-chloro-5-iodo-2-methylsulfonyl-1H-imidazo[4,5-b]pyridine (1.0824 g, 3.03 mmol) in THF (12.0 ml). The reaction mixture was heated to 60° C. for 18 h, then cooled to room temperature. The reaction mixture was partitioned between EtOAc (50 ml) and brine (50 ml). The organic layer was washed with brine (1×50 ml). The combined aqueous layers were extracted with EtOAc (1×50 ml)...